From a dataset of the Open Reaction Database (ORD), a public repository of structured organic reaction records. describe an organic reaction: reactants, conditions, products, and yield The reactants are C(C)C1=NN2C(N=C(C=C2C)C)=C1CC1=CC=C(C(=O)O)C=C1 (4-((2-ethyl-5,7-dimethylpyrazolo[1,5-a]pyrimidin-3-yl)methyl)benzoic acid), CC1=NC(=CC(=C1)C)C (2,4,6 trimethylpyridine), C(C)(C)(C)OC(=O)N1CCC(CC1)C(=O)NN (4-hydrazinocarbonyl-piperidine-1-carboxylic acid tert-butyl ester), C(CCl)Cl (EDC), C=1C=CC2=C(C1)N=NN2O (HOBT). Run in CN(C)C=O (DMF), O (water), C(C)(C)OC(=O)C.CCCCCCC (i-PrOAc heptane). Run at temperature 23 celsius, time 30 minute. Product: C(C)(C)(C)OC(=O)N1CCC(CC1)C(=O)NNC(C1=CC=C(C=C1)CC=1C(=NN2C1N=C(C=C2C)C)CC)=O (4-{N′-[4-(2-ethyl-5,7-dimethyl-pyrazolo[1,5-a]pyrimidin-3-ylmethyl)-benzoyl]-hydrazinocarbonyl}-piperidine-1-carboxylic acid tert-butyl ester). Reaction SMILES: [CH2:1]([C:3]1[C:13]([CH2:14][C:15]2[CH:23]=[CH:22][C:18]([C:19](O)=[O:20])=[CH:17][CH:16]=2)=[C:6]2[N:7]=[C:8]([CH3:12])[CH:9]=[C:10]([CH3:11])[N:5]2[N:4]=1)[CH3:2].CC1C=C(C)C=C(C)N=1.[C:33]([O:37][C:38]([N:40]1[CH2:45][CH2:44][CH:43]([C:46]([NH:48][NH2:49])=[O:47])[CH2:42][CH2:41]1)=[O:39])([CH3:36])([CH3:35])[CH3:34].C(Cl)CCl.C1C=CC2N(O)N=NC=2C=1>C(OC(C)=O)(C)C.CCCCCCC.O.CN(C=O)C>[C:33]([O:37][C:38]([N:40]1[CH2:45][CH2:44][CH:43]([C:46]([NH:48][NH:49][C:19](=[O:20])[C:18]2[CH:17]=[CH:16][C:15]([CH2:14][C:13]3[C:3]([CH2:1][CH3:2])=[N:4][N:5]4[C:10]([CH3:11])=[CH:9][C:8]([CH3:12])=[N:7][C:6]=34)=[CH:23][CH:22]=2)=[O:47])[CH2:42][CH2:41]1)=[O:39])([CH3:36])([CH3:34])[CH3:35] |f:5.6|. Procedure details: A 500 ml four-necked flask equipped with an overhead stirrer and a thermocouple was charged with acid 27 (10.0 g, 32.3 mmol, 1.0 eq), 120 ml of DMF and 2,4,6 trimethylpyridine (11.75 g, 96.9 mmol) under nitrogen purge. After stirring the reaction mixture for 30 min at 23° C., 4-hydrazinocarbonyl-piperidine-1-carboxylic acid tert-butyl ester (9.4 g, 38.7 mmol, 1.2 eq), EDC (12.3 g, 64.3 mmol), HOBT (1.48 g, 9.6 mmol) were added. The reaction mixture was stirred for 12 h at 23° C. After completion... Reactants: ClC=1N=NC(=CC1)C=1C=C(C=CC1)C(F)(F)F (3-chloro-6-(α ,α ,α-trifluoro-m-tolyl)pyridazine), C(=O)NN (formylhydrazine). Run in C(CCC)O (butyl alcohol). Product: FC(C1=CC(=CC=C1)C=1C=CC=2N(N1)C=NN2)(F)F (6-(α ,α ,α-trifluoro-m-tolyl)-1,2,4-triazolo[4,3-b]pyridazine). As a reaction SMILES: Cl[C:2]1[N:3]=[N:4][C:5]([C:8]2[CH:9]=[C:10]([C:14]([F:17])([F:16])[F:15])[CH:11]=[CH:12][CH:13]=2)=[CH:6][CH:7]=1.[CH:18]([NH:20][NH2:21])=O>C(O)CCC>[F:15][C:14]([F:17])([F:16])[C:10]1[CH:11]=[CH:12][CH:13]=[C:8]([C:5]2[CH:6]=[CH:7][C:2]3[N:3]([CH:18]=[N:20][N:21]=3)[N:4]=2)[CH:9]=1. Procedure details: A mixture of 6.0 g. of 3-chloro-6-(α ,α ,α-trifluoro-m-tolyl)pyridazine (prepared as in Example 11), 2.78 g. of formylhydrazine and 75 ml. of butyl alcohol is allowed to stir at reflux tremperature for 48 hours. The reaction mixture is concentrated free of solvent and the residue is dissolved in ethyl alcohol, treated with activated charcoal and filtered. The filtrate is cooled in an ice bath and the cream colored solid is collected. The solid is heated with diethyl ether and the mixture is filt... Reactants: CC(C)([O-])C.[K+] (Potassium tert-butoxide), [Br-].C1(=CC=CC=C1)C(C1=CC=CC=C1)(C1=CC=CC=C1)[PH3+] (triphenylmethylphosphonium bromide), CC1(OC2=CC=C(C=C2C(C1)=O)C(=O)OC)C (methyl 2,2-dimethyl-4-oxo-3,4-dihydro-2H-chromene-6-carboxylate). Solvent: C1(=CC=CC=C1)C (toluene), C1(=CC=CC=C1)C (toluene), CCOC(=O)C (EtOAc). Reaction conditions: temperature -30 celsius. Product: CC1(OC2=CC=C(C=C2C(C1)=C)C(=O)OC)C (methyl 2,2-dimethyl-4-methylidene-3,4-dihydro-2H-chromene-6-carboxylate). As a reaction SMILES: [CH3:1][C:2]([CH3:5])([O-:4])[CH3:3].[K+].[Br-].C1(C([PH3+])(C2C=CC=CC=2)C2C=CC=CC=2)C=CC=CC=1.CC1(C)[CH2:38][C:37](=O)[C:36]2[C:31](=[CH:32][CH:33]=[C:34]([C:40]([O:42][CH3:43])=[O:41])[CH:35]=2)O1>C1(C)C=CC=CC=1.CCOC(C)=O>[CH3:1][C:2]1([CH3:5])[CH2:3][C:37](=[CH2:38])[C:36]2[C:31](=[CH:32][CH:33]=[C:34]([C:40]([O:42][CH3:43])=[O:41])[CH:35]=2)[O:4]1 |f:0.1,2.3|. Reported procedure: Potassium tert-butoxide (96.0 mg, 0.85 mmol) was added to a suspension of triphenylmethylphosphonium bromide (305 mg, 0.85 mmol) in toluene (3.00 mL) while stirring at −30° C. under N2 atmosphere. After stirring for 1 hour at −30° C., a solution of methyl 2,2-dimethyl-4-oxo-3,4-dihydro-2H-chromene-6-carboxylate (100 mg, 0.43 mmol) in toluene (2.00 mL) was added slowly via a syringe. The suspension was stirred for a further 30 minutes at −30° C. and then heated to reflux overnight. The mixture wa...